From a dataset of the Open Reaction Database (ORD), a public repository of structured organic reaction records. describe an organic reaction: reactants, conditions, products, and yield The reactants are [N+](=O)([O-])C=1C=C(C=CC1)C(N[C@@H](C)C1=CC(=C(C=C1)F)F)C1=CC=C(C=C1)OC (N-[(3-nitrophenyl)-(4-methoxyphenyl)methyl]-[(S)-1-(3,4-difluorophenyl)ethyl]amine), [BH4-].[Na+] (sodium borohydride). Reagents/catalysts: O.O.O.O.O.O.[Ni](Cl)Cl (nickel chloride hexahydrate). Run in CO (methanol). Yields the product COC1=CC=C(C=C1)C(C=1C=C(C=CC1)N)N[C@@H](C)C1=CC(=C(C=C1)F)F (3-{(4-Methoxyphenyl)-[(S)-1-(3,4-difluorophenyl)ethylamino]methyl}phenylamine). RXN SMILES: [N+:1]([C:4]1[CH:5]=[C:6]([CH:10]([C:22]2[CH:27]=[CH:26][C:25]([O:28][CH3:29])=[CH:24][CH:23]=2)[NH:11][C@H:12]([C:14]2[CH:19]=[CH:18][C:17]([F:20])=[C:16]([F:21])[CH:15]=2)[CH3:13])[CH:7]=[CH:8][CH:9]=1)([O-])=O.[BH4-].[Na+]>CO.O.O.O.O.O.O.[Ni](Cl)Cl>[CH3:29][O:28][C:25]1[CH:26]=[CH:27][C:22]([CH:10]([NH:11][C@H:12]([C:14]2[CH:19]=[CH:18][C:17]([F:20])=[C:16]([F:21])[CH:15]=2)[CH3:13])[C:6]2[CH:5]=[C:4]([NH2:1])[CH:9]=[CH:8][CH:7]=2)=[CH:23][CH:24]=1 |f:1.2,4.5.6.7.8.9.10|. Reported procedure: In a similar manner to that described in Example (1b), a solution N-[(3-nitrophenyl)-(4-methoxyphenyl)methyl]-[(S)-1-(3,4-difluorophenyl)ethyl]amine (1.50 g) [prepared as described in step (a) above] in methanol (50 ml), nickel chloride hexahydrate (1.79 g) and sodium borohydride (600 mg) were reacted, and the reaction mixture was purified by chromatography through a silica gel column using a 1:8 by volume mixture of ethyl acetate and toluene as the eluant, to afford isomer A (199 mg) as a yello... Starting materials: 200, OCC1=CC=C(CO)C=C1 (4-(hydroxymethyl)-benzyl alcohol). Run in O1CCOCC1 (dioxane). Conditions: time 0.05 second. Yields the product C1=CC(=CC=C1C=O)C=O (terephthaldialdehyde). Yield: 63.0%. Reaction SMILES: [OH:1][CH2:2][C:3]1[CH:10]=[CH:9][C:6]([CH2:7][OH:8])=[CH:5][CH:4]=1>O1CCOCC1>[CH:4]1[C:3]([CH:2]=[O:1])=[CH:10][CH:9]=[C:6]([CH:7]=[O:8])[CH:5]=1. Procedure details: Using a similar method to Example 1, a mixture of 200 parts of 4-(hydroxymethyl)-benzyl alcohol and 400 parts of dioxane with 290 parts of air is passed per hour over the catalyst at 600° C. and 1.1 bar. The residence time is 0.05 second and the throughput is 0.3 tonne/m2.h. 124 parts of terephthaldialdehyde (in the form of a 22 percent strength by weight solution) are obtained per hour, corresponding to a yield of 63% of theory. The conversion is 92 percent and the space-time yield is 6 grams o... Procedure: A mixture of N-t-butyl-4-benzoyloxy-1-pentanesulfonamide (15.0 g) and trifluoroacetic acid (70 ml) was stirred overnight at room temperature. The reaction solution was concentrated under reduced pressure. Water and chloroform were added to the residue. Then, a saturated aqueous solution of sodium hydrogencarbonate was added thereto while stirring to adjust the pH of the aqueous to neutral. The chloroform layer was dried over sodium sulfate and concentrated. The resulting residue was purified by ... Run at time 8 hour. Solvent: FC(C(=O)O)(F)F (trifluoroacetic acid). The product is C(C1=CC=CC=C1)(=O)OC(CCCS(=O)(=O)N)C (4-benzoyloxy-1-pentanesulfonamide). As a reaction SMILES: C([NH:5][S:6]([CH2:9][CH2:10][CH2:11][CH:12]([O:14][C:15](=[O:22])[C:16]1[CH:21]=[CH:20][CH:19]=[CH:18][CH:17]=1)[CH3:13])(=[O:8])=[O:7])(C)(C)C>FC(F)(F)C(O)=O>[C:15]([O:14][CH:12]([CH3:13])[CH2:11][CH2:10][CH2:9][S:6]([NH2:5])(=[O:8])=[O:7])(=[O:22])[C:16]1[CH:21]=[CH:20][CH:19]=[CH:18][CH:17]=1. Reactants: C(C)(C)(C)NS(=O)(=O)CCCC(C)OC(C1=CC=CC=C1)=O (N-t-butyl-4-benzoyloxy-1-pentanesulfonamide). The yield is 89.3%. Starting materials: NC1=NC=C(C(=C1[N+](=O)[O-])C)[N+](=O)[O-] (2-amino-3,5-dinitro-4-methylpyridine), C1CCOC1 (THF), ice H2O, C(CCC)(=O)O (butyric acid), polyphosphoric acid, [NH4+].[OH-] (NH4OH). The reagents and catalysts are [Ni] (Raney-nickel). The solvent is O (H2O), CO (methanol). Conditions: temperature 85 celsius, time 6 hour. The product is O=C(CCC)NC=1C(=C2C(=NC1)N=C(N2)CCC)C (6-[(1-oxobutyl)amino]-2-propyl-7-methylimidazo[4,5-b]pyridine). As a reaction SMILES: [NH2:1][C:2]1[C:7]([N+:8]([O-])=O)=[C:6]([CH3:11])[C:5]([N+:12]([O-])=O)=[CH:4][N:3]=1.[CH2:15]1[CH2:19][O:18][CH2:17][CH2:16]1.[C:20](O)(=O)[CH2:21][CH2:22][CH3:23].[NH4+].[OH-]>O.[Ni].CO>[O:18]=[C:17]([NH:12][C:5]1[C:6]([CH3:11])=[C:7]2[NH:8][C:20]([CH2:21][CH2:22][CH3:23])=[N:1][C:2]2=[N:3][CH:4]=1)[CH2:16][CH2:15][CH3:19] |f:3.4|. Reported procedure: A mixture of 2-amino-3,5-dinitro-4-methylpyridine (3.1 g, 15.6 mmol), THF (100 mL), methanol (100 mL) and Raney-nickel (6 mL of a 1:1 suspension in H2O) was stirred under H2 (1 atm.) for 6 h. The mixture was quickly filtered into a receiving flask containing 3 mL of conc. aqueous HCl, and the solvent was removed in vacuo at r.t. To the resulting crude 2,3,5-triamino-3-methylpyridine.HCl complex was added butyric acid (4.3 mL, 46.9 mmol) and polyphosphoric acid (100 mL) and this mixture was heate... Starting materials: C(CC)(=O)Cl (Proprionyl chloride), OC1=C(C=C(C=C1)P(=O)(CP(=O)(OCC)OCC)OCC)C(CC(=O)OCC1=CC=CC=C1)(C)C (Benzyl 3-(2-hydroxy-5-(ethoxy(diethylphosphonomethyl)phosphinoyl)phenyl)-3-methylbutanoate), C(C)(=O)OCC (ethyl acetate). The reagents and catalysts are CN(C)C=1C=CN=CC1 (DMAP). Solvent: N1=CC=CC=C1 (pyridine). Run at time 3 hour. Yields the product C(CC)(=O)OC1=C(C=C(C=C1)P(=O)(CP(=O)(OCC)OCC)OCC)C(CC(=O)OCC1=CC=CC=C1)(C)C (Benzyl 3-(2-propionyloxy-5-(ethoxy(diethylphosphonomethyl)phosphinoyl)phenyl)-3-methylbutanoate). Yield: 66.2%. As a reaction SMILES: [C:1](Cl)(=[O:4])[CH2:2][CH3:3].[OH:6][C:7]1[CH:12]=[CH:11][C:10]([P:13]([O:24][CH2:25][CH3:26])([CH2:15][P:16]([O:21][CH2:22][CH3:23])([O:18][CH2:19][CH3:20])=[O:17])=[O:14])=[CH:9][C:8]=1[C:27]([CH3:40])([CH3:39])[CH2:28][C:29]([O:31][CH2:32][C:33]1[CH:38]=[CH:37][CH:36]=[CH:35][CH:34]=1)=[O:30].C(OCC)(=O)C>CN(C1C=CN=CC=1)C.N1C=CC=CC=1>[C:1]([O:6][C:7]1[CH:12]=[CH:11][C:10]([P:13]([O:24][CH2:25][CH3:26])([CH2:15][P:16]([O:21][CH2:22][CH3:23])([O:18][CH2:19][CH3:20])=[O:17])=[O:14])=[CH:9][C:8]=1[C:27]([CH3:40])([CH3:39])[CH2:28][C:29]([O:31][CH2:32][C:33]1[CH:38]=[CH:37][CH:36]=[CH:35][CH:34]=1)=[O:30])(=[O:4])[CH2:2][CH3:3]. Procedure details: Proprionyl chloride (190 μL, 2.17 mmol) was added drop-wise to a stirring solution of crude phenol 122 (880 mg, 1.67 mmol) and DMAP (2 mg, 0.016 mmol) in pyridine (5 mL). The reaction was continued for 3 hr at room temperature followed by the addition of ethyl acetate (100 mL). The organic layer was washed with cold aqueous HCl (0.5 N), H2O and saturated aqueous NaCl then dried over Na2SO4 and concentrated in vacuo. The crude product was purified by silica gel chromatography (0 to 20% methanol i... Starting materials: C([O-])([O-])=O.[K+].[K+] (potassium carbonate), CN(C=O)C (dimethylformamide), C(C(=C)C)(=O)O (methacrylic acid), ClCC(=O)N1C2CCCC2C1=O (6-chloroacetyl-6-azabicyclo[3.2.0]heptan-7-one). Reagents/catalysts: [I-].[K+] (potassium iodide). Solvent: O (water), C(C)(=O)OCC (ethyl acetate). Conditions: temperature 25 celsius, time 5 hour. The product is C(C(=C)C)(=O)OCC(=O)N1C2CCCC2C1=O (6-methacryloyloxyacetyl-6-azabicyclo[3.2.0]heptan-7-one). Isolated yield 72.0%. Reaction SMILES: C(=O)([O-])[O-].[K+].[K+].CN(C)C=O.[C:12]([OH:17])(=[O:16])[C:13]([CH3:15])=[CH2:14].Cl[CH2:19][C:20]([N:22]1[C:28](=[O:29])[CH:27]2[CH:23]1[CH2:24][CH2:25][CH2:26]2)=[O:21]>[I-].[K+].O.C(OCC)(=O)C>[C:12]([O:17][CH2:19][C:20]([N:22]1[C:28](=[O:29])[CH:27]2[CH:23]1[CH2:24][CH2:25][CH2:26]2)=[O:21])(=[O:16])[C:13]([CH3:15])=[CH2:14] |f:0.1.2,6.7|. Reported procedure: In a four-necked flask with a volume of 500 mL, which was equipped with a thermometer, a stirrer, a dropping funnel, and a nitrogen introducing tube, 9.7 g (70 mmol) of potassium carbonate, 0.7 g (4 mmol) of potassium iodide, 100 mL of dimethylformamide, 25.8 g (300 mmol) of methacrylic acid, and 18.8 g (100 mmol) of 6-chloroacetyl-6-azabicyclo[3.2.0]heptan-7-one obtained in Synthesis Example 3 were charged, and the mixture was stirred at an internal temperature of 25° C. for 5 hours. To the rea... Starting materials: C(C=1C(C(=O)Cl)=CC=CC1)(=O)Cl (phthaloyl chloride), C(C1=CC=CC=C1)OC(=O)NCC=C (N-benzyloxycarbonyl allyl amine), S(=O)(=O)(C1=CC=C(C)C=C1)Cl (tosyl chloride), ClC(=O)OCC1=CC=CC=C1 (benzyl chloroformate), C(=O)(OCC1=CC=CC=C1)Cl (Cbz chloride), C(C1=CC=CC=C1)(=O)Cl (benzoyl chloride). Run in C(C)N(CC)CC (triethylamine). Yields the product C(C)(C)(C)OC(=O)NCC=C (N-tertbutoxycarbonyl allyl amine). As a reaction SMILES: C([O:8][C:9]([NH:11][CH2:12][CH:13]=[CH2:14])=[O:10])C1C=CC=CC=1.ClC(OCC1C=CC=CC=1)=O.S(Cl)(C1C=[CH:34][C:32]([CH3:33])=[CH:31]C=1)(=O)=O.C(Cl)(=O)C1C(=CC=CC=1)C(Cl)=O.C(Cl)(=O)C1C=CC=CC=1>C(N(CC)CC)C>[C:32]([O:10][C:9]([NH:11][CH2:12][CH:13]=[CH2:14])=[O:8])([CH3:31])([CH3:33])[CH3:34]. Procedure details: N-benzyloxycarbonyl allyl amine was made in the same manner by utilizing benzyl chloroformate and triethylamine at 0° C. Cbz chloride, tosyl chloride, phthaloyl chloride and benzoyl chloride can similarly be used to obtain the corresponding allyl amine.